Dataset: the Open Reaction Database (ORD), a public repository of structured organic reaction records. Task: describe an organic reaction: reactants, conditions, products, and yield The reactants are compound, FC=1C=C(COC2=C(C=C(NC3=NC=NC4=CC=C(C=C34)C3=CC=C(O3)C=O)C=C2)Cl)C=CC1 (5-(4-(4-(3-fluorobenzyloxy)-3-chloroanilino)-6-quinazolinyl)furan-2-formaldehyde), compound, Cl.NCCNS(=O)(=O)C (N-(2-aminoethyl)methanesulfonamide hydrochloride), [BH4-].[Na+] (sodium borohydride), C([O-])(O)=O.[Na+] (sodium bicarbonate). Run in ClCCl.CO (dichloromethane methanol), C(C)N(CC)CC (triethylamine). Conditions: temperature 0 celsius, time 8 hour. The product is FC=1C=C(COC2=C(C=C(C=C2)NC2=NC=NC3=CC=C(C=C23)C=2OC(=CC2)CNCCNS(=O)(=O)C)Cl)C=CC1 (N-(4-(3-fluorobenzyloxy)-3-chlorophenyl)-6-(5-((2-(methylsulfonamido)ethylamino)methyl)-2-furyl)-quinazolin-4-amine). The yield is 45.0%. Reaction SMILES: [F:1][C:2]1[CH:3]=[C:4]([CH:32]=[CH:33][CH:34]=1)[CH2:5][O:6][C:7]1[CH:30]=[CH:29][C:10]([NH:11][C:12]2[C:21]3[C:16](=[CH:17][CH:18]=[C:19]([C:22]4[O:26][C:25]([CH:27]=O)=[CH:24][CH:23]=4)[CH:20]=3)[N:15]=[CH:14][N:13]=2)=[CH:9][C:8]=1[Cl:31].Cl.[NH2:36][CH2:37][CH2:38][NH:39][S:40]([CH3:43])(=[O:42])=[O:41].[BH4-].[Na+].C(=O)(O)[O-].[Na+]>ClCCl.CO.C(N(CC)CC)C>[F:1][C:2]1[CH:3]=[C:4]([CH:32]=[CH:33][CH:34]=1)[CH2:5][O:6][C:7]1[CH:30]=[CH:29][C:10]([NH:11][C:12]2[C:21]3[C:16](=[CH:17][CH:18]=[C:19]([C:22]4[O:26][C:25]([CH2:27][NH:36][CH2:37][CH2:38][NH:39][S:40]([CH3:43])(=[O:42])=[O:41])=[CH:24][CH:23]=4)[CH:20]=3)[N:15]=[CH:14][N:13]=2)=[CH:9][C:8]=1[Cl:31] |f:1.2,3.4,5.6,7.8|. Procedure: At room temperature, 10.0 g of compound 5-(4-(4-(3-fluorobenzyloxy)-3-chloroanilino)-6-quinazolinyl)furan-2-formaldehyde, 6.5 g of compound N-(2-aminoethyl)methanesulfonamide hydrochloride, and 14.6 g of triethylamine in the mixture of dichloromethane/methanol (3:1) were stirred overnight, then cooled with ice-bath to 0° C., and 1.4 g of sodium borohydride was added at that temperature. The mixture was warmed to room temperature, stirred overnight, saturated sodium bicarbonate was added to quenc... Reactants: CCOC(=O)C(C)(C)Oc1ccccc1S(C)(=O)=O, CO, [Na+], [OH-], O. Product: CC(C)(Oc1ccccc1S(C)(=O)=O)C(=O)O. RXN SMILES: [CH2:1]([CH3:2])[O:3][C:4]([C:5]([CH3:6])([O:7][c:8]1[c:9]([S:14](=[O:15])(=[O:16])[CH3:17])[cH:10][cH:11][cH:12][cH:13]1)[CH3:18])=[O:19].[CH3:23][OH:24].[Na+:21].[OH-:20].[OH2:22]>>[O:3]=[C:4]([C:5]([CH3:6])([O:7][c:8]1[c:9]([S:14](=[O:15])(=[O:16])[CH3:17])[cH:10][cH:11][cH:12][cH:13]1)[CH3:18])[OH:19]. Starting materials: CCCC(C)C (isohexane), C[N-]S(NC(C)C)(=O)=O (N-methyl-N-(1-methylethyl)sulfamoylamide), Cl (hydrochloric acid), [OH-].[Na+] (NaOH), ClC1=C(C(=O)Cl)C=CC(=C1[N+](=O)[O-])F (2-chloro-4-fluoro-3-nitrobenzoyl chloride). Reagents/catalysts: [Cl-].C(CCC)[N+](C)(CCCC)CCCC (tributylmethylammonium chloride). Run in O (water), ClC1=CC=CC=C1 (chlorobenzene), ClC1=CC=CC=C1 (chlorobenzene). Reaction conditions: temperature 20 celsius, time 1 hour. The product is ClC1=C(C(=O)NS(=O)(=O)N(C)C(C)C)C=CC(=C1[N+](=O)[O-])F (N-(2-chloro-4-fluoro-3-nitrobenzoyl)-N′-isopropyl-N′-methylsulfamide). Isolated yield 89.6%. RXN SMILES: C[N-:2][S:3](=[O:9])(=[O:8])[NH:4][CH:5]([CH3:7])[CH3:6].[OH-].[Na+].[Cl:12][C:13]1[C:21]([N+:22]([O-:24])=[O:23])=[C:20]([F:25])[CH:19]=[CH:18][C:14]=1[C:15](Cl)=[O:16].[CH3:26]CCC(C)C.Cl>[Cl-].C([N+](CCCC)(CCCC)C)CCC.ClC1C=CC=CC=1.O>[Cl:12][C:13]1[C:21]([N+:22]([O-:24])=[O:23])=[C:20]([F:25])[CH:19]=[CH:18][C:14]=1[C:15]([NH:2][S:3]([N:4]([CH:5]([CH3:7])[CH3:6])[CH3:26])(=[O:9])=[O:8])=[O:16] |f:1.2,6.7|. Procedure details: A solution of 43.1 g (0.277 mol) of N-methyl-N-(1-methylethyl)sulfamoylamide and 0.77 g (12.0 mmol) of tributylmethylammonium chloride in 640 g of chlorobenzene was admixed over the course of 60 min at 20° C. with 43.7 g (50% in water) of NaOH. After the base had been added for 15 minutes, a parallel addition commenced of 64.0 g (0.26 mol) of 2-chloro-4-fluoro-3-nitrobenzoyl chloride in 67 g of chlorobenzene. This addition took place over the course of 45 min. The reaction mixture was subsequent... Starting materials: BrC1=CC=2N(C=C1)C1=C(N2)CCN(C1)C(=O)OC(C)(C)C (tert-Butyl 7-bromo-3,4-dihydropyrido[4′,3′:4,5]imidazo[1,2-a]pyridine-2(1H)-carboxylate), FC(C1=CC=C(C=N1)COC1=CC(NC=C1)=O)(F)F (4-((6-(trifluoromethyl)pyridin-3-yl)methoxy)pyridin-2(1H)-one). Yields the product O=C1N(C=CC(=C1)OCC=1C=NC(=CC1)C(F)(F)F)C1=CC=2N(C=C1)C1=C(N2)CCN(C1)C(=O)OC(C)(C)C (tert-Butyl 7-(2-oxo-4-((6-(trifluoromethyl)pyridin-3-yl)methoxy)pyridin-1(2H)-yl)-3,4-dihydropyrido[4′,3′:4,5]imidazo[1,2-a]pyridine-2(1H)-carboxylate). The yield is 38.6%. Reaction SMILES: Br[C:2]1[CH:7]=[CH:6][N:5]2[C:8]3[CH2:14][N:13]([C:15]([O:17][C:18]([CH3:21])([CH3:20])[CH3:19])=[O:16])[CH2:12][CH2:11][C:9]=3[N:10]=[C:4]2[CH:3]=1.[F:22][C:23]([F:40])([F:39])[C:24]1[N:29]=[CH:28][C:27]([CH2:30][O:31][C:32]2[CH:37]=[CH:36][NH:35][C:34](=[O:38])[CH:33]=2)=[CH:26][CH:25]=1>>[O:38]=[C:34]1[CH:33]=[C:32]([O:31][CH2:30][C:27]2[CH:28]=[N:29][C:24]([C:23]([F:40])([F:22])[F:39])=[CH:25][CH:26]=2)[CH:37]=[CH:36][N:35]1[C:2]1[CH:7]=[CH:6][N:5]2[C:8]3[CH2:14][N:13]([C:15]([O:17][C:18]([CH3:21])([CH3:20])[CH3:19])=[O:16])[CH2:12][CH2:11][C:9]=3[N:10]=[C:4]2[CH:3]=1. Procedure details: tert-Butyl 7-bromo-3,4-dihydropyrido[4′,3′:4,5]imidazo[1,2-a]pyridine-2(1H)-carboxylate (175 mg, 0.498 mmol) and 4-((6-(trifluoromethyl)pyridin-3-yl)methoxy)pyridin-2(1H)-one (134 mg, 0.498 mmol) were reacted according to Example 18 (step g) to provide the title compound (104 mg, 44%) as a yellow solid: ESI MS m/z 542 [M+H]+. RXN SMILES: [C:1]1([CH3:11])[CH:6]=[CH:5][C:4]([S:7](Cl)(=[O:9])=[O:8])=[CH:3][CH:2]=1.CN1CC[O:16]CC1.O.[F:20][C:21]([F:35])([F:34])[C:22](Cl)=[N:23][NH:24][C:25]1[CH:30]=[CH:29][CH:28]=[C:27]([C:31]#[N:32])[CH:26]=1>C(OCC)(=O)C>[S:7]([C:4]1[CH:5]=[CH:6][C:1]([CH3:11])=[CH:2][CH:3]=1)([O:16][C:22](=[N:23][NH:24][C:25]1[CH:30]=[CH:29][CH:28]=[C:27]([C:31]#[N:32])[CH:26]=1)[C:21]([F:35])([F:34])[F:20])(=[O:9])=[O:8]. The product is S(=O)(=O)(OC(C(F)(F)F)=NNC1=CC(=CC=C1)C#N)C1=CC=C(C)C=C1 (2,2,2-trifluoro-N-(3-cyanophenyl)ethanehydrazonoyl tosylate), EtOAc-hexanes. The yield is 5.0%. Reaction conditions: temperature 0 celsius, time 10 minute. Reported procedure: A solution of 1-(3-cyano)phenyl-2-(trifluoroacetyl)hydrazine (1, 22.9 g, 0.1 mol) in ethyl acetate (180 mL) was treated with p-toluenesulfonyl chloride (24.8 g, 0.13 mol, 1.3 equiv) at 0° C. under N2, and the resulting reaction was added dropwise a solution of N-methylmorpholine (NMM, 11.11 g, 12.1 mL, 0.11 mmol, 1.1 equiv) at 0° C. under N2. The reaction mixture was then stirred at 0° C. for 10 min before being gradually warmed to room temperature for 3-4 h. When the HPLC showed that the reacti... Reactants: CN1CCOCC1 (N-methylmorpholine), O (water), 1-(3-cyano)phenyl-2-(trifluoroacetyl)hydrazine, C1(=CC=C(C=C1)S(=O)(=O)Cl)C (p-toluenesulfonyl chloride), FC(C(=NNC1=CC(=CC=C1)C#N)Cl)(F)F (2,2,2-trifluoro-N-(3-cyanophenyl)ethanehydrazonoyl chloride). Solvent: CCOC(=O)C (EtOAc), C(C)(=O)OCC (ethyl acetate). Starting materials: CC(C)O, CCOC(=O)N1CCC(n2c(=O)n(C)c3cc(Cl)ccc32)CC1, [K+], [OH-], O. Yields the product Cn1c(=O)n(C2CCNCC2)c2ccc(Cl)cc21. Reaction SMILES: [CH3:26][CH:27]([OH:28])[CH3:29].[Cl:1][c:2]1[cH:3][c:4]2[c:5]([n:6]([CH:11]3[CH2:12][CH2:13][N:14]([C:17]([O:18][CH2:19][CH3:20])=[O:21])[CH2:15][CH2:16]3)[c:7](=[O:10])[n:8]2[CH3:9])[cH:22][cH:23]1.[K+:25].[OH-:24].[OH2:30]>>[Cl:1][c:2]1[cH:3][c:4]2[c:5]([n:6]([CH:11]3[CH2:12][CH2:13][NH:14][CH2:15][CH2:16]3)[c:7](=[O:10])[n:8]2[CH3:9])[cH:22][cH:23]1. The reactants are CC(C)(C)OC(=O)N1CCC(F)(F)C(CO)C1, CCCCc1nnc(Cl)cc1-c1ccc(OC2CCCCC2)cc1, C1CCOC1, [H-], [Na+]. Yields the product CCCCc1nnc(OCC2CN(C(=O)OC(C)(C)C)CCC2(F)F)cc1-c1ccc(OC2CCCCC2)cc1. Reaction SMILES: [C:1]([CH3:2])([CH3:3])([CH3:4])[O:5][C:6](=[O:7])[N:8]1[CH2:9][CH:10]([CH2:16][OH:17])[C:11]([F:14])([F:15])[CH2:12][CH2:13]1.[CH2:20]([CH2:21][CH2:22][CH3:23])[c:24]1[n:25][n:26][c:27]([Cl:43])[cH:28][c:29]1-[c:30]1[cH:31][cH:32][c:33]([O:36][CH:37]2[CH2:38][CH2:39][CH2:40][CH2:41][CH2:42]2)[cH:34][cH:35]1.[CH2:44]1[O:45][CH2:46][CH2:47][CH2:48]1.[H-:19].[Na+:18]>>[C:1]([CH3:2])([CH3:3])([CH3:4])[O:5][C:6](=[O:7])[N:8]1[CH2:9][CH:10]([CH2:16][O:17][c:27]2[n:26][n:25][c:24]([CH2:20][CH2:21][CH2:22][CH3:23])[c:29](-[c:30]3[cH:31][cH:32][c:33]([O:36][CH:37]4[CH2:38][CH2:39][CH2:40][CH2:41][CH2:42]4)[cH:34][cH:35]3)[cH:28]2)[C:11]([F:14])([F:15])[CH2:12][CH2:13]1. Conditions: time 3 hour. Run in C(Cl)Cl (methylene chloride). The product is CC(COC(NC1=CC(=C(C=C1)C=1CCSCC1)F)=O)C (2-methylpropyl[4-(3,6-dihydro-2H-thiopyran-4-yl)-3-fluorophenyl]carbamate). RXN SMILES: [F:1][C:2]1[CH:3]=[C:4]([NH:15][C:16](=[O:22])[O:17][CH2:18][CH:19]([CH3:21])[CH3:20])[CH:5]=[CH:6][C:7]=1[C:8]1(O)[CH2:13][CH2:12][S:11][CH2:10][CH2:9]1.FC(F)(F)C(O)=O>C(Cl)Cl>[CH3:20][CH:19]([CH3:21])[CH2:18][O:17][C:16](=[O:22])[NH:15][C:4]1[CH:5]=[CH:6][C:7]([C:8]2[CH2:13][CH2:12][S:11][CH2:10][CH:9]=2)=[C:2]([F:1])[CH:3]=1. Starting materials: FC=1C=C(C=CC1C1(CCSCC1)O)NC(OCC(C)C)=O (2-Methylpropyl [3-fluoro-4-(tetrahydro-4-hydroxy-2H-thiopyran-4-yl)phenyl]carbamate), FC(C(=O)O)(F)F (Trifluoroacetic acid). Reported procedure: 2-Methylpropyl [3-fluoro-4-(tetrahydro-4-hydroxy-2H-thiopyran-4-yl)phenyl]carbamate (IV, EXAMPLE 2, 50 g, 152.7 mmol) is slurried in 150 ml methylene chloride. Trifluoroacetic acid (21.1 ml, 274.9 mmol, 1.8 equiv.) is added and the resulting mixture is stirred at 25° for 3 hr. The reaction is quenched with 75 ml of 47% aqueous potassium carbonate and stirred at 25° for 2 hr to dissolve any salts. Water (75 ml) is added and the phases are separated. The organic layer is collected, washed with 75 ... Starting materials: ClC=1C=C(C=NC1OCC(F)(F)F)[C@H](C)NC1=NC=C(C(=N1)N1C(OC[C@@H]1[C@@H](C)O)=O)F ((R)-3-(2-(((S)-1-(5-chloro-6-(2,2,2-trifluoroethoxyl)pyridin-3-yl)ethyl)amino)-5-fluoropyrimidin-4-yl)-4-((R)-1-hydroxyethyl)oxazolidin-2-one). Reagents/catalysts: [OH-].[OH-].[Pd+2] (Pd(OH)2). The solvent is CO (MeOH). Conditions: time 1 hour. The product is FC=1C(=NC(=NC1)N[C@@H](C)C=1C=NC(=CC1)OCC(F)(F)F)N1C(OC[C@@H]1[C@@H](C)O)=O ((R)-3-(5-fluoro-2-(((S)-1-(6-(2,2,2-trifluoroethoxy)pyridin-3-yl)ethyl)amino)pyrimidin-4-yl)-4-((R)-1-hydroxyethyl)oxazolidin-2-one). Isolated yield 80.2%. Reaction SMILES: Cl[C:2]1[CH:3]=[C:4]([C@@H:14]([NH:16][C:17]2[N:22]=[C:21]([N:23]3[C@@H:27]([C@H:28]([OH:30])[CH3:29])[CH2:26][O:25][C:24]3=[O:31])[C:20]([F:32])=[CH:19][N:18]=2)[CH3:15])[CH:5]=[N:6][C:7]=1[O:8][CH2:9][C:10]([F:13])([F:12])[F:11]>CO.[OH-].[OH-].[Pd+2]>[F:32][C:20]1[C:21]([N:23]2[C@@H:27]([C@H:28]([OH:30])[CH3:29])[CH2:26][O:25][C:24]2=[O:31])=[N:22][C:17]([NH:16][C@H:14]([C:4]2[CH:5]=[N:6][C:7]([O:8][CH2:9][C:10]([F:12])([F:13])[F:11])=[CH:2][CH:3]=2)[CH3:15])=[N:18][CH:19]=1 |f:2.3.4|. Procedure details: To (R)-3-(2-(((S)-1-(5-chloro-6-(2,2,2-trifluoroethoxyl)pyridin-3-yl)ethyl)amino)-5-fluoropyrimidin-4-yl)-4-((R)-1-hydroxyethyl)oxazolidin-2-one (20 mg, 0.042 mmol) in MeOH (10 mL) was added Pd(OH)2 (10 mg, 0.014 mmol). The reaction was purged with N2 and H2 three times each. A hydrogen balloon was applied to the reaction. The reaction mixture was stirred for one hour and concentrated. The residue was applied directly to HPLC separation to give product (15 mg) as a trifluoroacetic acid salt. 1HN... Reactants: CCN=C=NCCCN(C)C, Cn1cc(C(=O)O)c2ccccc21, CN(C)C=O, COc1cc(N)c(Cl)cc1C(=O)NCC1CCN(CCCCCCN)CC1, On1nnc2ccccc21. Product: COc1cc(N)c(Cl)cc1C(=O)NCC1CCN(CCCCCCNC(=O)c2cn(C)c3ccccc23)CC1. Reaction SMILES: [CH2:51]([N:52]=[C:53]=[N:54][CH2:55][CH2:56][CH2:57][N:58]([CH3:59])[CH3:60])[CH3:61].[CH3:28][n:29]1[cH:30][c:31]([C:38](=[O:39])[OH:40])[c:32]2[cH:33][cH:34][cH:35][cH:36][c:37]12.[CH3:62][N:63]([CH3:64])[CH:65]=[O:66].[NH2:1][c:2]1[cH:3][c:4]([O:26][CH3:27])[c:5]([C:6](=[O:7])[NH:8][CH2:9][CH:10]2[CH2:11][CH2:12][N:13]([CH2:16][CH2:17][CH2:18][CH2:19][CH2:20][CH2:21][NH2:22])[CH2:14][CH2:15]2)[cH:23][c:24]1[Cl:25].[OH:41][n:42]1[c:43]2[cH:44][cH:45][cH:46][cH:47][c:48]2[n:49][n:50]1>>[NH2:1][c:2]1[cH:3][c:4]([O:26][CH3:27])[c:5]([C:6](=[O:7])[NH:8][CH2:9][CH:10]2[CH2:11][CH2:12][N:13]([CH2:16][CH2:17][CH2:18][CH2:19][CH2:20][CH2:21][NH:22][C:38]([c:31]3[cH:30][n:29]([CH3:28])[c:37]4[c:32]3[cH:33][cH:34][cH:35][cH:36]4)=[O:39])[CH2:14][CH2:15]2)[cH:23][c:24]1[Cl:25].